Dataset: the Open Reaction Database (ORD), a public repository of structured organic reaction records. Task: describe an organic reaction: reactants, conditions, products, and yield Reactants: CC(c1ccccc1)N1CC(CCCOS(=O)(=O)c2ccccc2)(C(=O)OC(C)(C)C)C(F)C1=O, C[Si](C)(C)[N-][Si](C)(C)C, [Cl-], [K+], [NH4+], C1CCOC1. The product is CC(c1ccccc1)N1CC2(C(=O)OC(C)(C)C)CCCC2(F)C1=O. As a reaction SMILES: [C:1]([CH3:2])([CH3:3])([CH3:4])[O:5][C:6](=[O:7])[C:8]1([CH2:23][CH2:24][CH2:25][O:26][S:27]([c:28]2[cH:29][cH:30][cH:31][cH:32][cH:33]2)(=[O:34])=[O:35])[CH2:9][N:10]([CH:15]([CH3:16])[c:17]2[cH:18][cH:19][cH:20][cH:21][cH:22]2)[C:11](=[O:14])[CH:12]1[F:13].[CH3:36][Si:37]([CH3:38])([CH3:39])[N-:40][Si:41]([CH3:42])([CH3:43])[CH3:44].[Cl-:46].[K+:45].[NH4+:47].[O:48]1[CH2:49][CH2:50][CH2:51][CH2:52]1>>[C:1]([CH3:2])([CH3:3])([CH3:4])[O:5][C:6](=[O:7])[C:8]12[CH2:9][N:10]([CH:15]([CH3:16])[c:17]3[cH:18][cH:19][cH:20][cH:21][cH:22]3)[C:11](=[O:14])[C:12]1([F:13])[CH2:36][CH2:24][CH2:23]2. Starting materials: CC(C)Oc1c(Br)cc2c(c1Cl)OC(C)(C)C=C2C(C)C, [Li]CCCC, CCOCC. Product: CC(C)Oc1c(C=O)cc2c(c1Cl)OC(C)(C)C=C2C(C)C. Reaction SMILES: [Br:1][c:2]1[cH:3][c:4]2[c:9]([c:10]([Cl:16])[c:11]1[O:12][CH:13]([CH3:14])[CH3:15])[O:8][C:7]([CH3:17])([CH3:18])[CH:6]=[C:5]2[CH:19]([CH3:20])[CH3:21].[CH2:22]([Li:23])[CH2:24][CH2:25][CH3:26].[CH3:27][CH2:28][O:29][CH2:30][CH3:31]>>[c:2]1([CH:28]=[O:29])[cH:3][c:4]2[c:9]([c:10]([Cl:16])[c:11]1[O:12][CH:13]([CH3:14])[CH3:15])[O:8][C:7]([CH3:17])([CH3:18])[CH:6]=[C:5]2[CH:19]([CH3:20])[CH3:21]. Reactants: COCCCOc1cc(CCl)ccc1F, COc1ccccc1COCCCOc1ccc(C2CCN(C(=O)OC(C)(C)C)CC2O)cc1. Product: COCCCOc1cc(COC2CN(C(=O)OC(C)(C)C)CCC2c2ccc(OCCCOCc3ccccc3OC)cc2)ccc1F. RXN SMILES: [Cl:35][CH2:36][c:37]1[cH:38][c:39]([O:44][CH2:45][CH2:46][CH2:47][O:48][CH3:49])[c:40]([F:43])[cH:41][cH:42]1.[OH:1][CH:2]1[CH2:3][N:4]([C:28](=[O:29])[O:30][C:31]([CH3:32])([CH3:33])[CH3:34])[CH2:5][CH2:6][CH:7]1[c:8]1[cH:9][cH:10][c:11]([O:14][CH2:15][CH2:16][CH2:17][O:18][CH2:19][c:20]2[c:21]([O:26][CH3:27])[cH:22][cH:23][cH:24][cH:25]2)[cH:12][cH:13]1>>[O:1]([CH:2]1[CH2:3][N:4]([C:28](=[O:29])[O:30][C:31]([CH3:32])([CH3:33])[CH3:34])[CH2:5][CH2:6][CH:7]1[c:8]1[cH:9][cH:10][c:11]([O:14][CH2:15][CH2:16][CH2:17][O:18][CH2:19][c:20]2[c:21]([O:26][CH3:27])[cH:22][cH:23][cH:24][cH:25]2)[cH:12][cH:13]1)[CH2:36][c:37]1[cH:38][c:39]([O:44][CH2:45][CH2:46][CH2:47][O:48][CH3:49])[c:40]([F:43])[cH:41][cH:42]1. Reactants: C[Si](C)(C)Cl (TMSCl), [BH-](OC(=O)C)(OC(=O)C)OC(=O)C.[Na+] (NaBH(OAc)3), NC1=C(C=C(C=C1)C1=NC=2C(=NC=C(C2C)Cl)N1)O (2-Amino-5-(6-chloro-7-methyl-3H-imidazo[4,5-b]pyridin-2-yl)phenol), C(=O)[C@@H]1N(CCC1)C(=O)OC(C)(C)C (tert-butyl (2R)-2-formylpyrrolidine-1-carboxylate). Run in CN1CCCC1=O (NMP), C(C)(=O)O (acetic acid). Run at time 8 hour. Product: ClC=1C(=C2C(=NC1)NC(=N2)C2=CC(=C(C=C2)NC[C@@H]2N(CCC2)C(=O)OC(C)(C)C)O)C (tert-Butyl (2R)-2-({[4-(6-chloro-7-methyl-3H-imidazo[4,5-b]pyridin-2-yl)-2-hydroxyphenyl]amino}methyl)pyrrolidine-1-carboxylate). As a reaction SMILES: [NH2:1][C:2]1[CH:7]=[CH:6][C:5]([C:8]2[NH:18][C:11]3=[N:12][CH:13]=[C:14]([Cl:17])[C:15]([CH3:16])=[C:10]3[N:9]=2)=[CH:4][C:3]=1[OH:19].[CH:20]([C@H:22]1[CH2:26][CH2:25][CH2:24][N:23]1[C:27]([O:29][C:30]([CH3:33])([CH3:32])[CH3:31])=[O:28])=O.C[Si](Cl)(C)C.[BH-](OC(C)=O)(OC(C)=O)OC(C)=O.[Na+]>CN1C(=O)CCC1.C(O)(=O)C>[Cl:17][C:14]1[C:15]([CH3:16])=[C:10]2[N:9]=[C:8]([C:5]3[CH:6]=[CH:7][C:2]([NH:1][CH2:20][C@H:22]4[CH2:26][CH2:25][CH2:24][N:23]4[C:27]([O:29][C:30]([CH3:31])([CH3:33])[CH3:32])=[O:28])=[C:3]([OH:19])[CH:4]=3)[NH:18][C:11]2=[N:12][CH:13]=1 |f:3.4|. Procedure: 2-Amino-5-(6-chloro-7-methyl-3H-imidazo[4,5-b]pyridin-2-yl)phenol (Example 249) (0.050 g, 0.18 mmol) and tert-butyl (2R)-2-formylpyrrolidine-1-carboxylate (0.036 g, 0.18 mmol) were dissolved in NMP (1.0 ml) and acetic acid (0.10 ml). TMSCl (0.046 ml, 0.36 mmol) and NaBH(OAc)3 (0.072 g, 0.36 mmol) were added and the mixture stirred overnight. The crude mixture was purified by HPLC-C18 giving the title compound (0.017 g, 21%). Run at time 1 hour. Yield: 56.0%. As a reaction SMILES: [F:1][C:2]1[C:8]([F:9])=[CH:7][C:5]([NH2:6])=[C:4]([N+:10]([O-:12])=[O:11])[CH:3]=1.CO[C:15](OC)([CH3:17])[CH3:16].FC(F)(F)C(O)=O>C1(C)C=CC=CC=1>[F:1][C:2]1[C:8]([F:9])=[CH:7][C:5]([NH:6][CH:15]([CH3:17])[CH3:16])=[C:4]([N+:10]([O-:12])=[O:11])[CH:3]=1. Run in C1(=CC=CC=C1)C (toluene). Procedure details: 4,5-difluoro-2-nitroaniline (3.48 g, 20 mmol), 2,2-dimethoxypropane (11.9 mL, 100 mmol), and trifluoroacetic acid (1.6 mL, 21 mmol) were dissolved in toluene (40 mL) and stirred at room temperature for 1 h. A boron-pyridine complex (2.12 mL, 21 mmol) was slowly added. The reaction mixture was stirred for 20 h. The solvent was evaporated in vacuo, and the residue was taken up into water and extracted with dichloromethane. The organic extract was dried (Na2SO4) and concentrated in vacuo. The resid... Starting materials: FC1=CC(=C(N)C=C1F)[N+](=O)[O-] (4,5-difluoro-2-nitroaniline), COC(C)(C)OC (2,2-dimethoxypropane), FC(C(=O)O)(F)F (trifluoroacetic acid). The product is FC1=CC(=C(NC(C)C)C=C1F)[N+](=O)[O-] (4,5-difluoro-N-isopropyl-2-nitroaniline).